From a dataset of the Open Reaction Database (ORD), a public repository of structured organic reaction records. describe an organic reaction: reactants, conditions, products, and yield The reactants are [OH-].[Li+] (lithium hydroxide), C(C)OC(C1=C(N=C(C=C1)OC1=CC=C(C=C1)C#N)OC1=CC=C(C=C1)C#N)=O (2,6-bis(4-cyano phenoxy)-nicotinic acid ethyl ester). Solvent: O (water), C1CCOC1 (THF). Run at time 3 hour. The product is C(#N)C1=CC=C(OC2=C(C(=O)O)C=CC(=N2)OC2=CC=C(C=C2)C#N)C=C1 (2,6-Bis(4-cyano Phenoxy)-nicotinic Acid). Reaction SMILES: [OH-].[Li+].C([O:5][C:6](=[O:31])[C:7]1[CH:12]=[CH:11][C:10]([O:13][C:14]2[CH:19]=[CH:18][C:17]([C:20]#[N:21])=[CH:16][CH:15]=2)=[N:9][C:8]=1[O:22][C:23]1[CH:28]=[CH:27][C:26]([C:29]#[N:30])=[CH:25][CH:24]=1)C>O.C1COCC1>[C:29]([C:26]1[CH:27]=[CH:28][C:23]([O:22][C:8]2[N:9]=[C:10]([O:13][C:14]3[CH:19]=[CH:18][C:17]([C:20]#[N:21])=[CH:16][CH:15]=3)[CH:11]=[CH:12][C:7]=2[C:6]([OH:31])=[O:5])=[CH:24][CH:25]=1)#[N:30] |f:0.1|. Procedure: 0.2 g (8.4 mmol) of lithium hydroxide was added to a stirred solution of 2,6-bis(4-cyano phenoxy)-nicotinic acid ethyl ester, 1.6 g (4.15 mmol), in a mixture of 5 ml of water and 2.5 ml of THF (2:1) at 5° C. and the contents were stirred for 3 h at RT. The reaction mixture was washed with diethylether. 6 N HCl was added to aqueous layer with stirring until the solution attained a pH of 2. The white precipitate obtained was collected, washed with water and dried under reduced pressure to afford 1... RXN SMILES: [Br:1][CH2:2][C:3](=[O:4])[Br:5].[Cl:38][CH2:39][Cl:40].[N+:6](=[O:7])([O-:8])[c:9]1[c:10]([OH:18])[cH:11][cH:12][c:13]([N+:15](=[O:16])[O-:17])[cH:14]1.[OH:25][C:26]([CH2:27][C:28]([C:29](=[O:30])[OH:31])([CH2:32][C:33](=[O:34])[OH:35])[OH:36])=[O:37].[cH:19]1[cH:20][cH:21][n:22][cH:23][cH:24]1>>[Br:1][CH2:2][C:3](=[O:4])[O:18][c:10]1[c:9]([N+:6](=[O:7])[O-:8])[cH:14][c:13]([N+:15](=[O:16])[O-:17])[cH:12][cH:11]1. Starting materials: O=C(Br)CBr, ClCCl, O=[N+]([O-])c1ccc(O)c([N+](=O)[O-])c1, O=C(O)CC(O)(CC(=O)O)C(=O)O, c1ccncc1. The product is O=C(CBr)Oc1ccc([N+](=O)[O-])cc1[N+](=O)[O-]. The reactants are ClS(=O)(=O)C1=CC=C(C(=O)O)C=C1 (4-chlorosulfonyl-benzoic acid), FC1=C(C=C(N)C=C1)C(F)(F)F (4-fluoro-3-(trifluoromethyl)-aniline). Solvent: N1=CC=CC=C1 (pyridine). Yields the product FC1=C(C=C(C=C1)NS(=O)(=O)C1=CC=C(C(=O)O)C=C1)C(F)(F)F (4-[N-(4-Fluoro-3-trifluoromethylphenyl)sulfamoyl]-benzoic acid). The yield is 908.4%. Reaction SMILES: Cl[S:2]([C:5]1[CH:13]=[CH:12][C:8]([C:9]([OH:11])=[O:10])=[CH:7][CH:6]=1)(=[O:4])=[O:3].[F:14][C:15]1[CH:21]=[CH:20][C:18]([NH2:19])=[CH:17][C:16]=1[C:22]([F:25])([F:24])[F:23]>N1C=CC=CC=1>[F:14][C:15]1[CH:21]=[CH:20][C:18]([NH:19][S:2]([C:5]2[CH:13]=[CH:12][C:8]([C:9]([OH:11])=[O:10])=[CH:7][CH:6]=2)(=[O:4])=[O:3])=[CH:17][C:16]=1[C:22]([F:23])([F:24])[F:25]. Procedure details: Analogously to Example 10, 2.21 g (10 mmol) of 4-chlorosulfonyl-benzoic acid is reacted with 1.79 g (10 mmol) of 4-fluoro-3-(trifluoromethyl)-aniline in pyridine and the crude product is crystallized from ethanol. 3.3 g=90.84 mmol of crystalline product is obtained. Melting point 238°-241° C.